Dataset: the Open Reaction Database (ORD), a public repository of structured organic reaction records. Task: describe an organic reaction: reactants, conditions, products, and yield Reactants: COC1=NC(=NC=C1C1=NC(=C(C=C1)OC1=CC(=NC=C1)C=1C=NN(C1)C)C)NC1CCOCC1 (4-methoxy-5-(6-methyl-5-((2-(1-methyl-1H-pyrazol-4-yl)pyridin-4-yl)oxy)pyridin-2-yl)-N-(tetrahydro-2H-pyran-4-yl)pyrimidin-2-amine), [Si](C)(C)(C)I (TMS-I), [O-]S(=O)(=S)[O-].[Na+].[Na+] (Na2S2O3), C1CCOC1.CCOC(=O)C (THF EtOAc). Solvent: ClCCCl (DCE). Conditions: temperature 60 celsius, time 8 hour. Yields the product CC1=C(C=CC(=N1)C=1C(NC(=NC1)NC1CCOCC1)=O)OC1=CC(=NC=C1)C=1C=NN(C1)C (5-(6-methyl-5-((2-(1-methyl-1H-pyrazol-4-yl)pyridin-4-yl)oxy)pyridin-2-yl)-2-((tetrahydro-2H-pyran-4-yl)amino)pyrimidin-4(3H)-one). Yield: 6.3%. RXN SMILES: C[O:2][C:3]1[C:8]([C:9]2[CH:14]=[CH:13][C:12]([O:15][C:16]3[CH:21]=[CH:20][N:19]=[C:18]([C:22]4[CH:23]=[N:24][N:25]([CH3:27])[CH:26]=4)[CH:17]=3)=[C:11]([CH3:28])[N:10]=2)=[CH:7][N:6]=[C:5]([NH:29][CH:30]2[CH2:35][CH2:34][O:33][CH2:32][CH2:31]2)[N:4]=1.[Si](I)(C)(C)C.[O-]S([O-])(=S)=O.[Na+].[Na+].C1COCC1.CCOC(C)=O>ClCCCl>[CH3:28][C:11]1[N:10]=[C:9]([C:8]2[C:3](=[O:2])[NH:4][C:5]([NH:29][CH:30]3[CH2:31][CH2:32][O:33][CH2:34][CH2:35]3)=[N:6][CH:7]=2)[CH:14]=[CH:13][C:12]=1[O:15][C:16]1[CH:21]=[CH:20][N:19]=[C:18]([C:22]2[CH:23]=[N:24][N:25]([CH3:27])[CH:26]=2)[CH:17]=1 |f:2.3.4,5.6|. Reported procedure: A solution of 4-methoxy-5-(6-methyl-5-((2-(1-methyl-1H-pyrazol-4-yl)pyridin-4-yl)oxy)pyridin-2-yl)-N-(tetrahydro-2H-pyran-4-yl)pyrimidin-2-amine (0.125 g, 0.264 mmol) in DCE (3 mL) was treated with TMS-I (1.078 mL, 7.92 mmol), heated at 60° C. for 5 h, then cooled to RT and stirred overnight. The mixture was treated with 10% Na2S2O3 and 1:1 THF/EtOAc, stirred for 0.5 h, the layers separated, the aqueous layer extracted with EtOAc (1×) and the combined organics were washed with brine, dried over ...